Dataset: the Open Reaction Database (ORD), a public repository of structured organic reaction records. Task: describe an organic reaction: reactants, conditions, products, and yield The reactants are Cl.ClC=1C=C(C=CC1Cl)C12CNCC2C1 (1-(3,4-dichlorophenyl)-3-aza-bicyclo[3.1.0]hexane hydrochloride), [OH-].[Na+] (NaOH), BrCC (bromoethane). The solvent is C(Cl)Cl (CH2Cl2). Conditions: time 4 hour. Yields the product ClC=1C=C(C=CC1Cl)C12CN(CC2C1)CC (1-(3,4-dichlorophenyl)-3-ethyl-3-aza-bicyclo[3.1.0]hexane). Isolated yield 66.4%. As a reaction SMILES: Cl.[Cl:2][C:3]1[CH:4]=[C:5]([C:10]23[CH2:15][CH:14]2[CH2:13][NH:12][CH2:11]3)[CH:6]=[CH:7][C:8]=1[Cl:9].[OH-].[Na+].Br[CH2:19][CH3:20]>C(Cl)Cl>[Cl:2][C:3]1[CH:4]=[C:5]([C:10]23[CH2:15][CH:14]2[CH2:13][N:12]([CH2:19][CH3:20])[CH2:11]3)[CH:6]=[CH:7][C:8]=1[Cl:9] |f:0.1,2.3|. Reported procedure: A stirred solution of 1-(3,4-dichlorophenyl)-3-aza-bicyclo[3.1.0]hexane hydrochloride (19.3 g, 72.9 mmol) in CH2Cl2 (100 mL) was rendered basic with 2N NaOH (100 mL). The resulting mixture was extracted with CH2Cl2 (2×100 mL) and the combined extracts dried, filtered and concentrated under reduced pressure. The residue was dissolved in acetonitrile (200 mL) and bromoethane (15.9 g, 146 mmol) added at room temperature. The mixture was stirred for 4 h during which time a white precipitate formed. ... The reactants are [OH-].[K+] (KOH), C1=CC=C(C=C1)C2=CC=CC=C2[O-].[Na+] (potassium o-phenyl-phenate). Product: C1(=CC=CC=C1)C1=C(C=CC=C1)O (o-phenyl-phenol). The yield is 92.2%. Reaction SMILES: [CH:1]1[CH:6]=[CH:5][C:4]([C:7]2[C:12]([O-:13])=[CH:11][CH:10]=[CH:9][CH:8]=2)=[CH:3][CH:2]=1.[Na+].[OH-].[K+]>>[C:4]1([C:7]2[CH:8]=[CH:9][CH:10]=[CH:11][C:12]=2[OH:13])[CH:3]=[CH:2][CH:1]=[CH:6][CH:5]=1 |f:0.1,2.3|. Procedure: Starting from 7.35 g of potassium o-phenyl-phenate, obtained "in situ" by salifying 6 g of o-phenyl-phenol with KOH, and from 4.2 g of acetophenone (molar ratio = 1:1), it was possible to obtain, by operating as in Example 1, 0.5 g of benzoylacetic acid. Under the same conditions, potassium p-phenyl-phenate did not cause any sensible reaction. Reactants: CO, CS(=O)(=O)c1ccc(C#N)nc1. Yields the product CS(=O)(=O)c1ccc(CN)nc1. As a reaction SMILES: [CH3:13][OH:14].[CH3:1][S:2](=[O:3])(=[O:4])[c:5]1[cH:6][cH:7][c:8]([C:11]#[N:12])[n:9][cH:10]1>>[CH3:1][S:2](=[O:3])(=[O:4])[c:5]1[cH:6][cH:7][c:8]([CH2:11][NH2:12])[n:9][cH:10]1. The reactants are BrC1=CC=C(C=N1)C=O (6-bromo-pyridine-3-carbaldehyde), C(CO)O (ethylene glycol), O.C1(=CC=C(C=C1)S(=O)(=O)O)C (p-toluenesulfonic acid monohydrate), C(O)([O-])=O.[Na+] (Sodium hydrogencarbonate). Solvent: O (water), C1(=CC=CC=C1)C (toluene). Yields the product BrC1=NC=C(C=C1)C1OCCO1 (2-Bromo-5-[1,3]dioxolan-2-yl-pyridine). Isolated yield 96.6%. RXN SMILES: [Br:1][C:2]1[N:7]=[CH:6][C:5]([CH:8]=[O:9])=[CH:4][CH:3]=1.[CH2:10](O)[CH2:11][OH:12].O.C1(C)C=CC(S(O)(=O)=O)=CC=1.C(=O)([O-])O.[Na+]>O.C1(C)C=CC=CC=1>[Br:1][C:2]1[CH:3]=[CH:4][C:5]([CH:8]2[O:12][CH2:11][CH2:10][O:9]2)=[CH:6][N:7]=1 |f:2.3,4.5|. Procedure details: To a toluene (100 mL) solution of 6-bromo-pyridine-3-carbaldehyde (5.0 g, 27 mmol) described in Manufacturing Example 154-1-1 were added ethylene glycol (3.0 mL, 54 mmol) and p-toluenesulfonic acid monohydrate (512 mg, 2.7 mmol), which was refluxed for 3 hours and 40 minutes under nitrogen atmosphere. Sodium hydrogencarbonate and water were added to the reaction mixture, which was extracted with ethyl acetate. The organic layer was separated, washed with saturated aqueous sodium chloride, dried ... Starting materials: ClC1=CC(=C(C=C1O)N1C(N(C(=CC1=O)C(F)(F)F)C)=O)F (3-(4-chloro-2-fluoro-5-hydroxyphenyl)-1-methyl-6-trifluoromethyl-2,4(1H,3H)-pyrimidinedione), [H-].[Na+] (sodium hydride), COCCl (chlorodimethyl ether), [H][H] (hydrogen). The solvent is CN(C=O)C (dimethylformamide), CN(C=O)C (dimethylformamide). Conditions: time 2 hour. Product: ClC1=CC(=C(C=C1OCOC)N1C(N(C(=CC1=O)C(F)(F)F)C)=O)F (3-(4-chloro-2-fluoro-5 -methoxymethoxy-phenyl)-1-methyl-6-trifluoromethyl -2,4(1H,3H)-pyrimidinedione). RXN SMILES: [Cl:1][C:2]1[C:7]([OH:8])=[CH:6][C:5]([N:9]2[C:14](=[O:15])[CH:13]=[C:12]([C:16]([F:19])([F:18])[F:17])[N:11]([CH3:20])[C:10]2=[O:21])=[C:4]([F:22])[CH:3]=1.[H-].[Na+].[H][H].[CH3:27][O:28][CH2:29]Cl>CN(C)C=O>[Cl:1][C:2]1[C:7]([O:8][CH2:27][O:28][CH3:29])=[CH:6][C:5]([N:9]2[C:14](=[O:15])[CH:13]=[C:12]([C:16]([F:18])([F:17])[F:19])[N:11]([CH3:20])[C:10]2=[O:21])=[C:4]([F:22])[CH:3]=1 |f:1.2|. Procedure: A solution of 2.00 g of 3-(4-chloro-2-fluoro-5-hydroxyphenyl)-1-methyl-6-trifluoromethyl-2,4(1H,3H)-pyrimidinedione in 20 ml of dimethylformamide is added to a suspension of 0.26 g of a 55% sodium hydride dispersion in 20 ml of absolute dimethylformamide and the mixture is stirred at room temperature until the hydrogen evolution has finished. Subsequently, 0.57 g of chlorodimethyl ether is added and the mixture is stirred at room temperature for 2 hours. The reaction mixture is evaporated to dry... Reactants: CC(=O)SCCC(=O)O, CCOC(C)=O, C(=NC1CCCCC1)=NC1CCCCC1, O=[N+]([O-])c1ccc(O)cc1. The product is CC(=O)SCCC(=O)Oc1ccc([N+](=O)[O-])cc1. As a reaction SMILES: [C:1]([CH3:2])(=[O:3])[S:4][CH2:5][CH2:6][C:7](=[O:8])[OH:9].[CH3:35][CH2:36][O:37][C:38](=[O:39])[CH3:40].[CH:20]1([N:21]=[C:22]=[N:23][CH:24]2[CH2:25][CH2:26][CH2:27][CH2:28][CH2:29]2)[CH2:30][CH2:31][CH2:32][CH2:33][CH2:34]1.[N+:10](=[O:11])([O-:12])[c:13]1[cH:14][cH:15][c:16]([OH:19])[cH:17][cH:18]1>>[C:1]([CH3:2])(=[O:3])[S:4][CH2:5][CH2:6][C:7]([O:8][c:16]1[cH:15][cH:14][c:13]([N+:10](=[O:11])[O-:12])[cH:18][cH:17]1)=[O:9].